This data is from the Open Reaction Database (ORD), a public repository of structured organic reaction records. The task is: describe an organic reaction: reactants, conditions, products, and yield Reported procedure: Into an SUS reaction vessel was placed a mixed solvent of 1.5 L of methanol-water (volume ratio 1:2, tap water was used as water) into which 99.09 g (1.50 mol) of 50% hydroxylamine aqueous solution and 198 mg (1.00 mmol) of o-phenanthroline were dissolved beforehand. Into the mixed solvent was added 103.56 g (500 mmol) of 2,3-difluoro-6-trifluoromethylbenzonitrile (I″). The reaction temprature stood at 60° C. for 7 hours and was returned to room temperature. In HPLC analysis of the reaction solu... Run in CO.O (methanol water). The product is FC1=C(C(N)=NO)C(=CC=C1F)C(F)(F)F (2,3-difluoro-6-trifluoromethylbenzamidoxime), FC1=C(C(=O)N)C(=CC=C1F)C(F)(F)F (2,3-difluoro6-trifluoromethylbenzamide), III. Starting materials: FC1=C(C#N)C(=CC=C1F)C(F)(F)F (2,3-difluoro-6-trifluoromethylbenzonitrile), NO (hydroxylamine), C1=CC2=C(C3=C(C=CC=N3)C=C2)N=C1 (o-phenanthroline). As a reaction SMILES: [NH2:1][OH:2].C1C=NC2C3N=CC=CC=3C=CC=2C=1.[F:17][C:18]1[C:25]([F:26])=[CH:24][CH:23]=[C:22]([C:27]([F:30])([F:29])[F:28])[C:19]=1[C:20]#[N:21]>CO.O>[F:17][C:18]1[C:25]([F:26])=[CH:24][CH:23]=[C:22]([C:27]([F:30])([F:28])[F:29])[C:19]=1[C:20](=[N:1][OH:2])[NH2:21].[F:17][C:18]1[C:25]([F:26])=[CH:24][CH:23]=[C:22]([C:27]([F:30])([F:28])[F:29])[C:19]=1[C:20]([NH2:21])=[O:2] |f:3.4|. Conditions: time 7 hour.